Dataset: the Open Reaction Database (ORD), a public repository of structured organic reaction records. Task: describe an organic reaction: reactants, conditions, products, and yield Starting materials: ester, C(CC(=O)C)(=O)OCCOC (2-methoxyethyl acetoacetate), CC1(OC(=CC(O1)=O)C)C (2,2,6-trimethyl-4H-1,3-dioxin-4-one), N (ammonia), C(CC(=O)C)(=O)OC(C)C (1-methylethyl acetoacetate). Run in COCCO (2-methoxyethanol), CC(C)O (2-propanol). Yields the product enamine, N\C(=C/C(=O)OC(C)C)\C (1-methylethyl 3-aminocrotonate). Reaction SMILES: C(OCCOC)(=O)CC(C)=O.[CH3:12][C:13]1([CH3:21])[O:18][C:17](=[O:19])[CH:16]=[C:15]([CH3:20])O1.[NH3:22].C(OC(C)C)(=O)CC(C)=O>CC(O)C.COCCO>[NH2:22]/[C:15](/[CH3:20])=[CH:16]\[C:17]([O:18][CH:13]([CH3:21])[CH3:12])=[O:19]. Reported procedure: The ester, 2-methoxyethyl acetoacetate (51), was prepared by the reaction of 2-methoxyethanol with 2,2,6-trimethyl-4H-1,3-dioxin-4-one (53) (eq. 28). (Hyatt, J. A. J. Org. Chem. 1984, 49, 5102. Hyatt, J. A.; Feldman, P. L.; Clemens, R. J. Ibid. 1984, 49, 5105. Kato, T.; Sato, M.; Kanuma, N. Chem. Pharm. Bull. 1982, 30, 1315). The enamine, 1-methylethyl 3-aminocrotonate (52) was prepared by the reaction of ammonia with 1-methylethyl acetoacetate (54) (eq. 29) (Iwanami, J. et al. Chem. Pharm. Bull...